Dataset: the Open Reaction Database (ORD), a public repository of structured organic reaction records. Task: describe an organic reaction: reactants, conditions, products, and yield Reactants: C(C)(C)(C)Br (t-butyl bromide), S1C(=CC=C1)C(=O)O (thiophene-2-carboxylic acid), ice water. Solvent: C(Cl)Cl (methylene chloride). Run at time 18 hour. Yields the product CC(C)(C)C1=CC=C(S1)C(=O)O (5-(1,1-dimethylethyl)-2-thiophenecarboxylic acid). Isolated yield 46.3%. Reaction SMILES: [S:1]1[CH:5]=[CH:4][CH:3]=[C:2]1[C:6]([OH:8])=[O:7].[C:9](Br)([CH3:12])([CH3:11])[CH3:10]>C(Cl)Cl>[CH3:10][C:9]([C:5]1[S:1][C:2]([C:6]([OH:8])=[O:7])=[CH:3][CH:4]=1)([CH3:12])[CH3:11]. Reported procedure: To a solution of 5.0 g (39.02 mmol) of thiophene-2-carboxylic acid (Aldrich Chemical Co.) in 100 mL of methylene chloride stirred at 0° C. was added 11 g (82.5 mmol) of AICl3 and 5.8 g (43.0 mmol) of t-butyl bromide. The solution was stirred at room temperature for 18 hours then poured into 100 mL of ice water, and the mixture was extracted with ether. The extracts were washed with brine and dried over MgSO4, then concentrated to give 3.33 g of the title product. MS (M+H)+ : 202. NMR (CDCl3) δ:1...